The task is: describe an organic reaction: reactants, conditions, products, and yield. This data is from the Open Reaction Database (ORD), a public repository of structured organic reaction records. The reactants are Cl (HCl), C1(=CC=CC=C1)C=1N=C2C=CC=C3CN(CC1N23)CCCCCNS(=O)(=O)C(F)(F)F (4,5-dihydro-2-phenyl-4-[5-(trifluoromethanesulfonamido)pentan-1-yl]-3H-1,4,8b-triazaacenaphthylene). Run in C(C)O (ethanol). Yields the product Cl.Cl.C1(=CC=CC=C1)C=1N=C2C=CC=C3CN(CC1N23)CCCCCNS(=O)(=O)C(F)(F)F (4,5-dihydro-2-phenyl-4-[5-(trifluoromethanesulfonamido)pentan-1-yl]-3H-1,4,8b-triazaacenaphthylene.dihydrochloride). Isolated yield 100.0%. Reaction SMILES: [ClH:1].[C:2]1([C:8]2[N:9]=[C:10]3[N:19]4[C:14]([CH2:15][N:16]([CH2:20][CH2:21][CH2:22][CH2:23][CH2:24][NH:25][S:26]([C:29]([F:32])([F:31])[F:30])(=[O:28])=[O:27])[CH2:17][C:18]=24)=[CH:13][CH:12]=[CH:11]3)[CH:7]=[CH:6][CH:5]=[CH:4][CH:3]=1>C(O)C>[ClH:1].[ClH:1].[C:2]1([C:8]2[N:9]=[C:10]3[N:19]4[C:14]([CH2:15][N:16]([CH2:20][CH2:21][CH2:22][CH2:23][CH2:24][NH:25][S:26]([C:29]([F:30])([F:31])[F:32])(=[O:28])=[O:27])[CH2:17][C:18]=24)=[CH:13][CH:12]=[CH:11]3)[CH:7]=[CH:6][CH:5]=[CH:4][CH:3]=1 |f:3.4.5|. Reported procedure: In a solution consisting of 5 ml of ethanol and 0.1 ml of 12N HCl was dissolved 254 mg (0.56 mmol) of 4,5-dihydro-2-phenyl-4-[5-(trifluoromethanesulfonamido)pentan-1-yl]-3H-1,4,8b-triazaacenaphthylene. The solvent was distilled under reduced pressure to give 295 mg of the desired compound (100%, white amorphous). Isolated yield 100.0%. Procedure: Oxalyl chloride (0.224 ml, 2.56 mmol) was added to a stirred solution of 3-cyano-4-[(1-methylethyl)oxy]benzoic acid (which can be prepared as described in WO2005/58848, 500 mg, 2.437 mmol) in DCM (10 ml), followed by DMF (20 μl) and the resulting mixture was stirred at room temperature for 2 h. The solvent was evaporated to give the title compound (545 mg, 100%) as an olive green solid which was used in the next step without further purification. Solvent: C(Cl)Cl (DCM). Reaction SMILES: [C:1](Cl)(=O)[C:2]([Cl:4])=[O:3].[C:7]([C:9]1[CH:10]=C([CH:15]=[CH:16][C:17]=1[O:18][CH:19]([CH3:21])[CH3:20])C(O)=O)#[N:8].CN(C=O)C>C(Cl)Cl>[C:7]([C:9]1[CH:10]=[C:1]([CH:15]=[CH:16][C:17]=1[O:18][CH:19]([CH3:21])[CH3:20])[C:2]([Cl:4])=[O:3])#[N:8]. The product is C(#N)C=1C=C(C(=O)Cl)C=CC1OC(C)C (3-Cyano-4-[(1-methylethyl)oxy]benzoyl chloride). Starting materials: C(C(=O)Cl)(=O)Cl (Oxalyl chloride), C(#N)C=1C=C(C(=O)O)C=CC1OC(C)C (3-cyano-4-[(1-methylethyl)oxy]benzoic acid), CN(C)C=O (DMF). Conditions: time 2 hour. Reactants: CCCCCCC(Br)C(=O)OCC, [H-], O=[N+]([O-])c1c[nH]cn1, [Na+], CN(C)C=O, O. The product is CCCCCCC(C(=O)OCC)n1cnc([N+](=O)[O-])c1. As a reaction SMILES: [Br:11][CH:12]([C:13](=[O:14])[O:15][CH2:16][CH3:17])[CH2:18][CH2:19][CH2:20][CH2:21][CH2:22][CH3:23].[H-:9].[N+:1](=[O:2])([O-:3])[c:4]1[n:5][cH:6][nH:7][cH:8]1.[Na+:10].[O:25]=[CH:26][N:27]([CH3:28])[CH3:29].[OH2:24]>>[N+:1](=[O:2])([O-:3])[c:4]1[n:5][cH:6][n:7]([CH:12]([C:13](=[O:14])[O:15][CH2:16][CH3:17])[CH2:18][CH2:19][CH2:20][CH2:21][CH2:22][CH3:23])[cH:8]1. Starting materials: NCC(C)(C)N (1,2-diamino-2-methylpropane), C1(=CC=CC=C1)CC(=O)N1[C@H](C(=O)O)CCC1 (N-phenylacetyl-proline), CN1CCOCC1 (N-methylmorpholine), ClC(=O)OCC(C)C (isobutyl chloroformate). Solvent: O (water), C(Cl)(Cl)Cl (chloroform). Conditions: temperature -23 celsius, time 5 minute. Yields the product NC(CN1[C@H](C(=O)NC(CC2=CC=CC=C2)=O)CCC1)(C)C (N1 -(2-amino-2-methylpropyl)-N2 -phenylacetylprolinamide). RXN SMILES: [C:1]1([CH2:7][C:8]([N:10]2[CH2:17][CH2:16][CH2:15][C@H:11]2[C:12](O)=O)=[O:9])[CH:6]=[CH:5][CH:4]=[CH:3][CH:2]=1.CN1CC[O:22]CC1.ClC(OCC(C)C)=O.[NH2:33][CH2:34][C:35]([NH2:38])([CH3:37])[CH3:36]>O.C(Cl)(Cl)Cl>[NH2:38][C:35]([CH3:37])([CH3:36])[CH2:34][N:33]1[CH2:12][CH2:11][CH2:15][C@H:16]1[C:17]([NH:10][C:8](=[O:9])[CH2:7][C:1]1[CH:2]=[CH:3][CH:4]=[CH:5][CH:6]=1)=[O:22]. Procedure details: A mixture of N-phenylacetyl-proline (17.4 g.), N-methylmorpholine (7.85 ml.) and analytical grade chloroform (60 ml.) was stirred at room-temperature for 5 minutes. After cooling to -23° C., isobutyl chloroformate (9.23 ml.) was added rapidly during 1 minute. An exothermic reaction occurred and the temperature rose to -15° C. After a further 1 minute of stirring, 1,2-diamino-2-methylpropane (7.86 ml.) was added rapidly and the temperature was allowed to rise to room-temperature with stirring dur... Starting materials: Br.C1(=CC=CC=C1)C1=NNC(=N1)C1=C(C=CC=C1)CBr (3-Phenyl-5-(o-bromomethylphenyl)-s-triazole hydrobromide), [H-].[Na+] (sodium hydride). Solvent: C(C)O (ethanol). Product: C1(=CC=CC=C1)C1=NN2C(C3=CC=CC=C3C2)=N1 (2-phenyl-5H-s-triazolo[5,1-a]isoindole). Isolated yield 76.8%. RXN SMILES: Br.[C:2]1([C:8]2[N:12]=[C:11]([C:13]3[CH:18]=[CH:17][CH:16]=[CH:15][C:14]=3[CH2:19]Br)[NH:10][N:9]=2)[CH:7]=[CH:6][CH:5]=[CH:4][CH:3]=1.[H-].[Na+]>C(O)C>[C:2]1([C:8]2[N:12]=[C:11]3[C:13]4[C:14]([CH2:19][N:10]3[N:9]=2)=[CH:15][CH:16]=[CH:17][CH:18]=4)[CH:7]=[CH:6][CH:5]=[CH:4][CH:3]=1 |f:0.1,2.3|. Procedure: 3-Phenyl-5-(o-bromomethylphenyl)-s-triazole hydrobromide (41 g) is added to a solution of 6.55 g of 80% sodium hydride in 525 ml of ethanol at about 20° C. The obtained mixture is refluxed for about two hours, then the solvent is distilled off. The crude residue is extracted with 620 ml of benzene and the organic phase is evaporated, yielding 18.6 g of 2-phenyl-5H-s-triazolo[5,1-a]isoindole, which is purified by crystallization from ethanol. M.p. 156°-8° C. The starting compound 3-phenyl-5-(o-br... Reaction conditions: time 8 hour. Reactants: N1(N=CC=C1)C(=N)N (1-H-pyrazole-1carboxarnidine), C(C)(C)N(CC)C(C)C (diisopropylethylamine), CC(C)CCC[C@@H](C)[C@H]1CC[C@H]2[C@@H]3CC=C4C[C@@H](O)CC[C@]4(C)[C@H]3CC[C@]12C.C(CN(CCN)CCN)N.CP([O-])(=O)N (Cholesterol TREN methylphosphonamidate), Cl (HCl). Procedure: Compound (18) (0.148 g, 0.25 mmol) was dissolved in anhydrous DMF (1.0 ml) and anhydrous dichoromethane (5.0 ml). 1-H-pyrazole-1carboxarnidine.HCl (73 mg, 0.50 mmol) was added to the reaction mixture followed by diisopropylethylamine (87 ml, 0.50 mmol). Dichloromethane was stripped off of the reaction mixture on a rotovap then rotation continued overnight without vacuum at room temperature. After removing DMF in vacuo the reaction residue was dissolved in dichloromethane and applied to a flash s... Run in ClCCl (dichoromethane), CN(C)C=O (DMF), ClCCl (Dichloromethane). The product is CC(C)CCC[C@@H](C)[C@H]1CC[C@H]2[C@@H]3CC=C4C[C@@H](O)CC[C@]4(C)[C@H]3CC[C@]12C.C(CN(CCN)CCN)N.CP([O-])(=O)N.NC(=[NH2+])N.NC(=[NH2+])N (Cholesterol TREN bis-guanidinium methylphosponamidate). Reaction SMILES: [CH3:1][CH:2]([CH2:4][CH2:5][CH2:6][C@H:7]([C@@H:9]1[C@:27]2([CH3:28])[C@H:12]([C@H:13]3[C@H:24]([CH2:25][CH2:26]2)[C@:22]2([CH3:23])[C:16]([CH2:17][C@H:18]([CH2:20][CH2:21]2)[OH:19])=[CH:15][CH2:14]3)[CH2:11][CH2:10]1)[CH3:8])[CH3:3].[CH2:29]([NH2:38])[CH2:30][N:31]([CH2:35][CH2:36][NH2:37])[CH2:32][CH2:33][NH2:34].[CH3:39][P:40]([NH2:43])(=[O:42])[O-:41].[N:44]1([C:49]([NH2:51])=[NH:50])C=CC=N1.Cl.C(N(C(C)C)CC)(C)C>CN(C=O)C.ClCCl>[CH3:3][CH:2]([CH2:4][CH2:5][CH2:6][C@H:7]([C@@H:9]1[C@:27]2([CH3:28])[C@H:12]([C@H:13]3[C@H:24]([CH2:25][CH2:26]2)[C@:22]2([CH3:23])[C:16]([CH2:17][C@H:18]([CH2:20][CH2:21]2)[OH:19])=[CH:15][CH2:14]3)[CH2:11][CH2:10]1)[CH3:8])[CH3:1].[CH2:29]([NH2:38])[CH2:30][N:31]([CH2:35][CH2:36][NH2:37])[CH2:32][CH2:33][NH2:34].[CH3:39][P:40]([NH2:43])(=[O:41])[O-:42].[NH2:50][C:49]([NH2:51])=[NH2+:44].[NH2:50][C:49]([NH2:51])=[NH2+:44] |f:0.1.2,8.9.10.11.12|.